describe an organic reaction: reactants, conditions, products, and yield From a dataset of the Open Reaction Database (ORD), a public repository of structured organic reaction records. Starting materials: CP(OC)(OC)=O (dimethyl methylphosphonate), O1CCCC1 (THF), O1CCCC1 (tetrahydrofuran), C(CCCCCC)(=O)OCC (ethyl heptanoate). The solvent is C(C)(=O)O (acetic acid). Yields the product O=C(CP(OC)(OC)=O)CCCCCC (Dimethyl 2-oxooctylphosphonate). As a reaction SMILES: [CH3:1][P:2](=[O:7])([O:5][CH3:6])[O:3][CH3:4].O1CCCC1.[C:13](OCC)(=[O:20])[CH2:14][CH2:15][CH2:16][CH2:17][CH2:18][CH3:19]>C(O)(=O)C>[O:20]=[C:13]([CH2:14][CH2:15][CH2:16][CH2:17][CH2:18][CH3:19])[CH2:1][P:2](=[O:7])([O:5][CH3:6])[O:3][CH3:4]. Procedure: n-Butyllithiium (130 ml. of 1.6 M. solution) is slowly added to a solution of dimethyl methylphosphonate (25.6 g.) in 475 ml. of tetrahydrofuran (THF) at about -65° C. To the mixture is added a solution of ethyl heptanoate (18.4 g.) in 50 ml. of THF, annd the resulting mixture is stirred at about -70° C. for 2 hrs. Then, 16 ml. of acetic acid is added, and the mixture is concentrated under reduced pressure. The residue is mixed with dichloromethane (about 400 ml.) and water (about 50 ml.) shaken... Product: C(C)OC(=O)C1=NNC=C1C=O (4-formyl-1H-pyrazole-3-carboxylic acid ethyl ester). Conditions: temperature 60 celsius. Reactants: Cl (hydrochloric acid), P(=O)(Cl)(Cl)Cl (Phosphorus oxychloride), CN(C=O)C (dimethylformamide), [OH-].[Na+] (sodium hydroxide), NNC(=O)N.C(C(=O)C)(=O)OCC (Ethyl pyruvate semicarbazide). Reaction SMILES: P(Cl)(Cl)(Cl)=O.[NH2:6][NH:7][C:8](N)=O.[C:11]([O:16][CH2:17][CH3:18])(=[O:15])[C:12]([CH3:14])=O.[OH-].[Na+].Cl.CN(C)[CH:24]=[O:25]>>[CH2:17]([O:16][C:11]([C:12]1[C:14]([CH:24]=[O:25])=[CH:8][NH:7][N:6]=1)=[O:15])[CH3:18] |f:1.2,3.4|. Procedure: Phosphorus oxychloride (5.07 ml) was added dropwise to dimethylformamide (8.4 ml) at 0° C. under nitrogen. Ethyl pyruvate semicarbazide (4.3 g, Reference Example 58) was added portionwise to the stirring solution at 0° C. under a nitrogen positive pressure. The reaction mixture was heated at 60° C. for 2.5 hours and cooled to ambient temperature before pouring slowly onto ice (30 g). The pH of the reaction mixture was adjusted to pH12 with 6.25M sodium hydroxide solution whilst maintaining the t... The solvent is O (water). Run at temperature 90 celsius, time 7 hour. Reactants: C(C)(C)O (isopropanol), ClC1=NC=NC(=C1)Cl (4,6-dichloropyrimidine), Cl (HCl), N1(C=CC2=CC=CC=C12)N (1H-indol-1-amine). Procedure: To 250 ml isopropanol, was added 4,6-dichloropyrimidine (12 g), 1 ml ethereal -HCl, and 1H-indol-1-amine (15 g). After stirring at 90° C. for seven hours, the mixture was poured into 300 ml iced water, stirred for five minutes, then extracted three times with 200 ml of ethyl acetate. The organic layer was washed with water, then dried (saturated NaCl, anhydrous MgSO4). Reaction SMILES: C(O)(C)C.Cl[C:6]1[CH:11]=[C:10]([Cl:12])[N:9]=[CH:8][N:7]=1.Cl.[N:14]1([NH2:23])[C:22]2[C:17](=[CH:18][CH:19]=[CH:20][CH:21]=2)[CH:16]=[CH:15]1>O>[Cl:12][C:10]1[N:9]=[CH:8][N:7]=[C:6]([NH:23][N:14]2[C:22]3[C:17](=[CH:18][CH:19]=[CH:20][CH:21]=3)[CH:16]=[CH:15]2)[CH:11]=1. Yields the product ClC1=CC(=NC=N1)NN1C=CC2=CC=CC=C12 (6-Chloro-N-(1H-indol-1-yl)-4-pyrimidinamine). The reactants are NC1=CC(=C(OCCCC(=O)OCC)C=C1)C(=O)OC (ethyl 4-(4-amino-2-methoxycarbonyl-phenoxy)butyrate), ClCCOCCCl (bis(2-chloroethyl)ether), C([O-])([O-])=O.[K+].[K+] (potassium carbonate), [I-].[Na+] (sodium iodide), CN(C)C=O (DMF). Conditions: temperature 70 celsius, time 24 hour. The product is COC1C(OCCCC(=O)OCC)=CC=C(C1=C=O)N1CCOCC1 (ethyl 4-(2-methoxy-carbonyl-4-morpholinophenoxy)butyrate). As a reaction SMILES: [NH2:1][C:2]1[CH:16]=[CH:15][C:5]([O:6][CH2:7][CH2:8][CH2:9][C:10]([O:12][CH2:13][CH3:14])=[O:11])=[C:4](C(OC)=O)[CH:3]=1.Cl[CH2:22][CH2:23][O:24][CH2:25][CH2:26]Cl.[C:28](=[O:31])([O-])[O-].[K+].[K+].[I-].[Na+].CN([CH:39]=[O:40])C>>[CH3:39][O:40][CH:4]1[C:3](=[C:28]=[O:31])[C:2]([N:1]2[CH2:26][CH2:25][O:24][CH2:23][CH2:22]2)=[CH:16][CH:15]=[C:5]1[O:6][CH2:7][CH2:8][CH2:9][C:10]([O:12][CH2:13][CH3:14])=[O:11] |f:2.3.4,5.6|. Reported procedure: A mixture of ethyl 4-(4-amino-2-methoxycarbonyl-phenoxy)butyrate (2.20 g), bis(2-chloroethyl)ether (0.915 ml, 7.81 mmol), potassium carbonate(3.24 g, 23.4 mmol), sodium iodide (2.34 g, 15.6 mmol) and DMF (20 ml) was stirred at 70° C. for 24 hours, and the mixture was concentrated under reduced pressure. To the residue was added water, and the mixture was extracted with ethyl acetate. The organic, layer was dried with anhydrous sodium sulfate and concentrated under reduced pressure. The residue w... Reactants: Br[Mg]c1ccccc1, C1CCOC1, Cc1cnc(C)c(Cl)n1. Product: Cc1cnc(C)c(-c2ccccc2)n1. RXN SMILES: [Br:1][Mg:2][c:3]1[cH:4][cH:5][cH:6][cH:7][cH:8]1.[CH2:18]1[O:19][CH2:20][CH2:21][CH2:22]1.[Cl:9][c:10]1[c:11]([CH3:17])[n:12][cH:13][c:14]([CH3:16])[n:15]1>>[c:3]1(-[c:10]2[c:11]([CH3:17])[n:12][cH:13][c:14]([CH3:16])[n:15]2)[cH:4][cH:5][cH:6][cH:7][cH:8]1. Starting materials: N1=C(NC2=C1C=CC=C2)CNCCN (N-(2-Benzimidazolylmethyl)ethylenediamine), ClCC=1NC2=C(N1)C=CC=C2 (2-chloromethylbenzimidazole), CN(CCN=C=S)C (2-dimethylaminoethyl isothiocyanate). The product is CN(CCNC(=S)NCCNCC=1NC2=C(N1)C=CC=C2)C (N-(2-Dimethylaminoethyl)-N'-[2-(2-benzimidazolylmethylamino)ethyl]thiourea). RXN SMILES: [N:1]1[C:5]2[CH:6]=[CH:7][CH:8]=[CH:9][C:4]=2[NH:3][C:2]=1[CH2:10][NH:11][CH2:12][CH2:13][NH2:14].ClCC1NC2C=CC=CC=2N=1.[CH3:26][N:27]([CH3:33])[CH2:28][CH2:29][N:30]=[C:31]=[S:32]>>[CH3:26][N:27]([CH3:33])[CH2:28][CH2:29][NH:30][C:31]([NH:14][CH2:13][CH2:12][NH:11][CH2:10][C:2]1[NH:1][C:5]2[CH:6]=[CH:7][CH:8]=[CH:9][C:4]=2[N:3]=1)=[S:32]. Procedure details: N-(2-Benzimidazolylmethyl)ethylenediamine, prepared by reacting ethylenediamino with 2-chloromethylbenzimidazole by the procedure of Example 40, is reacted with 2-dimethylaminoethyl isothiocyanate by the procedure of Example 40 to give the title compound.